Dataset: the Open Reaction Database (ORD), a public repository of structured organic reaction records. Task: describe an organic reaction: reactants, conditions, products, and yield Reactants: C(C)(=O)Cl (Acetyl chloride), [N-]=[N+]=[N-].[Na+] (Sodium azide), S(=O)(=O)(Cl)Cl (Sulfuryl chloride), N1C=NC=C1 (imidazole). The solvent is CCO (EtOH), CC#N (CH3CN), CCOC(=O)C (EtOAc), CCOC(=O)C (EtOAc). Reaction conditions: temperature 0 celsius, time 20 hour. Yields the product Cl.N1(C=NC=C1)S(=O)(=O)N=[N+]=[N-] (Imidazole-1-Sulfonyl Azide Hydrochloride). Isolated yield 75.2%. RXN SMILES: [N-:1]=[N+:2]=[N-:3].[Na+].[S:5](Cl)([Cl:8])(=[O:7])=[O:6].[NH:10]1[CH:14]=[CH:13][N:12]=[CH:11]1.C(Cl)(=O)C>CC#N.CCOC(C)=O.CCO>[ClH:8].[N:10]1([S:5]([N:1]=[N+:2]=[N-:3])(=[O:7])=[O:6])[CH:14]=[CH:13][N:12]=[CH:11]1 |f:0.1,8.9|. Procedure: Sodium azide (13.12 g, 0.2018 mol) was suspended in CH3CN (200 mL) and the suspension cooled to 0° C. (ice bath). Sulfuryl chloride (27.24 g, 0.2018 mol) was added dropwise over 20 min. The ice bath was removed and stirring continued for 20 h at room temperature (a septum and balloon were mounted on the reaction flask). The reaction mixture was cooled to 0° C. (ice bath) and imidazole (26.11 g, 0.3835 mol) added over 20 min. After stirring for 3 h 15 min at room temperature the suspension was di... Starting materials: CC1CN(C(=O)OC(C)(C)C)CC2Cc3ccc(Br)nc3N12, [Li]CCCC, CC(C)=O, C1CCOC1. Yields the product CC1CN(C(=O)OC(C)(C)C)CC2Cc3ccc(C(C)(C)O)nc3N12. RXN SMILES: [C:1]([CH3:2])([CH3:3])([CH3:4])[O:5][C:6](=[O:7])[N:8]1[CH2:9][CH:10]2[CH2:11][c:12]3[cH:13][cH:14][c:15]([Br:22])[n:16][c:17]3[N:18]2[CH:19]([CH3:21])[CH2:20]1.[CH2:23]([Li:24])[CH2:25][CH2:26][CH3:27].[CH3:28][C:29]([CH3:30])=[O:31].[O:32]1[CH2:33][CH2:34][CH2:35][CH2:36]1>>[C:1]([CH3:2])([CH3:3])([CH3:4])[O:5][C:6](=[O:7])[N:8]1[CH2:9][CH:10]2[CH2:11][c:12]3[cH:13][cH:14][c:15]([C:29]([CH3:28])([CH3:30])[OH:31])[n:16][c:17]3[N:18]2[CH:19]([CH3:21])[CH2:20]1. Reactants: CN(C)C=O, [H-], [Na+], O=C(O)CCCCCCCO, Clc1nc(-c2ccccc2)c(-c2ccccc2)n1-c1ccccc1. Product: O=C(O)CCCCCCCOc1nc(-c2ccccc2)c(-c2ccccc2)n1-c1ccccc1. RXN SMILES: [CH3:38][N:39]([CH3:40])[CH:41]=[O:42].[H-:36].[Na+:37].[OH:25][CH2:26][CH2:27][CH2:28][CH2:29][CH2:30][CH2:31][CH2:32][C:33](=[O:34])[OH:35].[c:1]1(-[n:7]2[c:8]([Cl:24])[n:9][c:10](-[c:18]3[cH:19][cH:20][cH:21][cH:22][cH:23]3)[c:11]2-[c:12]2[cH:13][cH:14][cH:15][cH:16][cH:17]2)[cH:2][cH:3][cH:4][cH:5][cH:6]1>>[c:1]1(-[n:7]2[c:8]([O:25][CH2:26][CH2:27][CH2:28][CH2:29][CH2:30][CH2:31][CH2:32][C:33](=[O:34])[OH:35])[n:9][c:10](-[c:18]3[cH:19][cH:20][cH:21][cH:22][cH:23]3)[c:11]2-[c:12]2[cH:13][cH:14][cH:15][cH:16][cH:17]2)[cH:2][cH:3][cH:4][cH:5][cH:6]1. Reactants: COCCCc1cc(C=O)cc(O[Si](C)(C)C(C)(C)C)c1, C1CCOC1, CCCC[N+](CCCC)(CCCC)CCCC, [F-]. The product is COCCCc1cc(O)cc(C=O)c1. RXN SMILES: [C:1]([Si:2]([CH3:3])([CH3:4])[O:6][c:7]1[cH:8][c:9]([CH:10]=[O:11])[cH:12][c:13]([CH2:15][CH2:16][CH2:17][O:18][CH3:19])[cH:14]1)([CH3:5])([CH3:20])[CH3:21].[CH2:40]1[O:41][CH2:42][CH2:43][CH2:44]1.[CH3:23][CH2:24][CH2:25][CH2:26][N+:27]([CH2:28][CH2:29][CH2:30][CH3:31])([CH2:32][CH2:33][CH2:34][CH3:35])[CH2:36][CH2:37][CH2:38][CH3:39].[F-:22]>>[OH:6][c:7]1[cH:8][c:9]([CH:10]=[O:11])[cH:12][c:13]([CH2:15][CH2:16][CH2:17][O:18][CH3:19])[cH:14]1. The reactants are Cc1nc(-c2ccccc2)n2nc(S(C)(=O)=O)ncc12, CSc1ncc2c(C)nc(-c3ccccc3)n2n1, CSc1ccc(N)cc1, CCO. Product: CSc1ccc(Nc2ncc3c(C)nc(-c4ccccc4)n3n2)cc1. RXN SMILES: [CH3:19][c:20]1[n:21][c:22](-[c:23]2[cH:24][cH:25][cH:26][cH:27][cH:28]2)[n:29]2[c:30]1[cH:31][n:32][c:33]([S:34]([CH3:35])(=[O:36])=[O:37])[n:38]2.[CH3:1][c:2]1[n:3][c:4](-[c:13]2[cH:14][cH:15][cH:16][cH:17][cH:18]2)[n:5]2[n:6][c:7]([S:11][CH3:12])[n:8][cH:9][c:10]12.[CH3:39][S:40][c:41]1[cH:42][cH:43][c:44]([NH2:45])[cH:46][cH:47]1.[CH3:48][CH2:49][OH:50]>>[CH3:1][c:2]1[n:3][c:4](-[c:13]2[cH:14][cH:15][cH:16][cH:17][cH:18]2)[n:5]2[n:6][c:7]([NH:45][c:44]3[cH:43][cH:42][c:41]([S:40][CH3:39])[cH:47][cH:46]3)[n:8][cH:9][c:10]12. The reactants are CC=1C(=CN2N=CN=C(C21)OC2=CC=CC=C2)OCCCNS(=O)(=O)C (N-[3-(5-methyl-4-phenoxy-pyrrolo[2,1-f][1,2,4]triazin-6yloxy)-propyl]-methanesulfonamide), CS(=O)(=O)N (methanesulfonamide). Product: OC1=NC=NN2C1=C(C(=C2)OCCCNS(=O)(=O)C)C (N-[3-(4-hydroxy-5-methyl-pyrrolo[2,1-f][1,2,4]triazin-6yloxy)-propyl]-methanesulfonamide). The yield is 64.0%. As a reaction SMILES: [CH3:1][C:2]1[C:3]([O:18][CH2:19][CH2:20][CH2:21][NH:22][S:23]([CH3:26])(=[O:25])=[O:24])=[CH:4][N:5]2[C:10]=1[C:9]([O:11]C1C=CC=CC=1)=[N:8][CH:7]=[N:6]2.CS(N)(=O)=O>>[OH:11][C:9]1[C:10]2=[C:2]([CH3:1])[C:3]([O:18][CH2:19][CH2:20][CH2:21][NH:22][S:23]([CH3:26])(=[O:25])=[O:24])=[CH:4][N:5]2[N:6]=[CH:7][N:8]=1. Procedure details: The compound from Step A above was treated with methanesulfonamide by a procedure similar to that described for the preparation of Example 24 to obtain N-[3-(4-hydroxy-5-methyl-pyrrolo[2,1-f][1,2,4]triazin-6yloxy)-propyl]-methanesulfonamide. (64% yield). MS: (M+H)+=301. The reactants are NC1=C(C=CC(=C1)F)S (2-amino-4-fluorobenzenethiol), BrCC=1C=C(C(=O)OC)C=CC1 (methyl 3-(bromomethyl)benzoate), C(=O)([O-])[O-].[K+].[K+] (K2CO3). The solvent is CN(C)C=O (DMF). The product is NC1=C(C=CC(=C1)F)SCC=1C=C(C(=O)OC)C=CC1 (methyl 3-(((2-amino-4-fluorophenyl)thio)methyl)benzoate). The yield is 88.2%. As a reaction SMILES: [NH2:1][C:2]1[CH:7]=[C:6]([F:8])[CH:5]=[CH:4][C:3]=1[SH:9].Br[CH2:11][C:12]1[CH:13]=[C:14]([CH:19]=[CH:20][CH:21]=1)[C:15]([O:17][CH3:18])=[O:16].C([O-])([O-])=O.[K+].[K+]>CN(C=O)C>[NH2:1][C:2]1[CH:7]=[C:6]([F:8])[CH:5]=[CH:4][C:3]=1[S:9][CH2:11][C:12]1[CH:13]=[C:14]([CH:19]=[CH:20][CH:21]=1)[C:15]([O:17][CH3:18])=[O:16] |f:2.3.4|. Reported procedure: Following General Procedure A, the title compound (750 mg, 88%) was prepared from 2-amino-4-fluorobenzenethiol (417 mg, 2.92 mmol) and methyl 3-(bromomethyl)benzoate (666 mg, 2.92 mmol), K2CO3 (1.21 g, 8.75 mmol) in DMF (10 ml). Starting materials: C(=O)([O-])[O-].[Cs+].[Cs+] (Cs2CO3), FC1=CC=CC(=N1)C(=O)OC(C)(C)C (tert-butyl 6-fluoropicolinate), Cl.Cl.S1C(=NC2=C1C=CC=C2)NC(=O)C=2C=CC=C1CCNCC21 (N-(benzo[d]thiazol-2-yl)-1,2,3,4-tetrahydroisoquinoline-8-carboxamide dihydrochloride). Solvent: C(C)(=O)OCC (ethyl acetate), C(CC(O)(C(=O)O)CC(=O)O)(=O)O (citric acid). Run at temperature 90 celsius, time 3 hour. Yields the product S1C(=NC2=C1C=CC=C2)NC(=O)C=2C=CC=C1CCN(CC21)C2=CC=CC(=N2)C(=O)OC(C)(C)C (tert-butyl 6-(8-(benzo[d]thiazol-2-ylcarbamoyl)-3,4-dihydroisoquinolin-2(1H)-yl)picolinate). Yield: 29.0%. Reaction SMILES: C([O-])([O-])=O.[Cs+].[Cs+].F[C:8]1[N:13]=[C:12]([C:14]([O:16][C:17]([CH3:20])([CH3:19])[CH3:18])=[O:15])[CH:11]=[CH:10][CH:9]=1.Cl.Cl.[S:23]1[C:27]2[CH:28]=[CH:29][CH:30]=[CH:31][C:26]=2[N:25]=[C:24]1[NH:32][C:33]([C:35]1[CH:36]=[CH:37][CH:38]=[C:39]2[C:44]=1[CH2:43][NH:42][CH2:41][CH2:40]2)=[O:34]>C(OCC)(=O)C.C(O)(=O)CC(CC(O)=O)(C(O)=O)O>[S:23]1[C:27]2[CH:28]=[CH:29][CH:30]=[CH:31][C:26]=2[N:25]=[C:24]1[NH:32][C:33]([C:35]1[CH:36]=[CH:37][CH:38]=[C:39]2[C:44]=1[CH2:43][N:42]([C:8]1[N:13]=[C:12]([C:14]([O:16][C:17]([CH3:20])([CH3:19])[CH3:18])=[O:15])[CH:11]=[CH:10][CH:9]=1)[CH2:41][CH2:40]2)=[O:34] |f:0.1.2,4.5.6|. Reported procedure: Cs2CO3 (831 mg, 2.55 mmol) and 500 mg of 4 Å sieves were dried under high vacuum at 150° C. for 6 hours before the start of the reaction. Once cooled down, compound 120A (100 mg, 0.51 mmol) and compound 1B (327 mg, 0.61 mmol) were transferred to the reaction vessel and the atmosphere was purged with nitrogen. 1.5 mL of anhydrous DMA was then added and the reaction was stirred at 90° C. for 3 hours and then 100° C. for 2 hours. The cooled reaction mixture was then diluted with ethyl acetate and c...